Dataset: the Open Reaction Database (ORD), a public repository of structured organic reaction records. Task: describe an organic reaction: reactants, conditions, products, and yield Yields the product N(C(=N)N)C=1SC=C(N1)CSCCNC(=O)NCCCCCCN(C)CCN(C1=NC=CC=C1)CC1=CC=C(C=C1)OC (N-[2-[[(2-guanidino-4-thiazolyl)methyl]thio]ethyl]-N'-[6-[N-[2-[N-(4-methoxybenzyl)-N-(2-pyridyl)amino]ethyl]-N-methylamino]hexyl]urea). Procedure: Preparation is effected analogously to Example 63, using 0.74 g (2.0 mmol) of N-[2-[N-(4-methoxybenzyl)-N-(2-pyridyl)amino]ethyl]-N-methyl-1,6-hexanediamine and the equimolar amounts of 1,1'-carbonyldiimidazole and 2-[[(2-guanidino-4-thiazolyl)methyl]thio]ethaneamine as starting materials. Working up by chromatography analogously to Example 63 yields the purified title compound in the form of a viscous oil; MS (+FAB method): m/z (rel. int. [%])=628 ([M+H]+, 4), 121 (100); IR (KBr): 1597 cm-1 (C=... Reactants: COC1=CC=C(CN(C2=NC=CC=C2)CCN(CCCCCCN)C)C=C1 (N-[2-[N-(4-methoxybenzyl)-N-(2-pyridyl)amino]ethyl]-N-methyl-1,6-hexanediamine), C(=O)(N1C=NC=C1)N1C=NC=C1 (1,1'-carbonyldiimidazole), N(C(=N)N)C=1SC=C(N1)CSCCN (2-[[(2-guanidino-4-thiazolyl)methyl]thio]ethaneamine). RXN SMILES: [CH3:1][O:2][C:3]1[CH:27]=[CH:26][C:6]([CH2:7][N:8]([CH2:15][CH2:16][N:17]([CH3:25])[CH2:18][CH2:19][CH2:20][CH2:21][CH2:22][CH2:23][NH2:24])[C:9]2[CH:14]=[CH:13][CH:12]=[CH:11][N:10]=2)=[CH:5][CH:4]=1.[C:28](N1C=CN=C1)(N1C=CN=C1)=[O:29].[NH:40]([C:44]1[S:45][CH:46]=[C:47]([CH2:49][S:50][CH2:51][CH2:52][NH2:53])[N:48]=1)[C:41]([NH2:43])=[NH:42]>>[NH:40]([C:44]1[S:45][CH:46]=[C:47]([CH2:49][S:50][CH2:51][CH2:52][NH:53][C:28]([NH:24][CH2:23][CH2:22][CH2:21][CH2:20][CH2:19][CH2:18][N:17]([CH2:16][CH2:15][N:8]([CH2:7][C:6]2[CH:26]=[CH:27][C:3]([O:2][CH3:1])=[CH:4][CH:5]=2)[C:9]2[CH:14]=[CH:13][CH:12]=[CH:11][N:10]=2)[CH3:25])=[O:29])[N:48]=1)[C:41]([NH2:43])=[NH:42]. Reactants: ClCCl (dichloromethane), C(#N)C=1C=C(C=CC1)B(O)O (3-cyanophenylboronic acid), BrC1=C(C=CC(=C1)[N+](=O)[O-])OC (2-bromo-4-nitroanisole), C([O-])([O-])=O.[Cs+].[Cs+] (cesium carbonate). Reagents/catalysts: C1=CC=C(C=C1)P([C-]2C=CC=C2)C3=CC=CC=C3.C1=CC=C(C=C1)P([C-]2C=CC=C2)C3=CC=CC=C3.Cl[Pd]Cl.[Fe+2] ([1,1′Bis(diphenylphosphino)ferrocene]dichloropalladium(II)). Run in COCCOC (ethylene glycol dimethylether). Conditions: temperature 90 celsius. The product is C(#N)C=1C=C(C=CC1)C1=C(C=CC(=C1)[N+](=O)[O-])OC (2-(3-cyanophenyl)-4-nitroanisole). Isolated yield 99.9%. RXN SMILES: ClCCl.[C:4]([C:6]1[CH:7]=[C:8](B(O)O)[CH:9]=[CH:10][CH:11]=1)#[N:5].Br[C:16]1[CH:21]=[C:20]([N+:22]([O-:24])=[O:23])[CH:19]=[CH:18][C:17]=1[O:25][CH3:26].C(=O)([O-])[O-].[Cs+].[Cs+]>COCCOC.C1C=CC(P(C2C=CC=CC=2)[C-]2C=CC=C2)=CC=1.C1C=CC(P(C2C=CC=CC=2)[C-]2C=CC=C2)=CC=1.Cl[Pd]Cl.[Fe+2]>[C:4]([C:6]1[CH:7]=[C:8]([C:18]2[CH:19]=[C:20]([N+:22]([O-:24])=[O:23])[CH:21]=[CH:16][C:17]=2[O:25][CH3:26])[CH:9]=[CH:10][CH:11]=1)#[N:5] |f:3.4.5,7.8.9.10|. Procedure details: [1,1′Bis(diphenylphosphino)ferrocene]dichloropalladium(II), complex with dichloromethane (1:1) (1.43 g) was added to a stirred mixture of 3-cyanophenylboronic acid (10.0 g, 61.8 mmol) and 2-bromo-4-nitroanisole (14.35 g, 62 mmol) in 2.0N cesium carbonate (92.7 mL, 185.4 mmol) and ethylene glycol dimethylether (200 mL). The flask was purged with nitrogen and heated at 90° C. (oil bath) for 4 hours. The mixture was allowed to cool to room temperature overnight, during which time the product precip... Starting materials: Brc1cc(I)ccn1, O=C([O-])[O-], CCO, Cc1ccccc1, CCOC(=O)Cc1ccc(B2OC(C)(C)C(C)(C)O2)cc1, [Na+], [Na+], O, c1ccc(P(c2ccccc2)(c2ccccc2)[Pd](P(c2ccccc2)(c2ccccc2)c2ccccc2)(P(c2ccccc2)(c2ccccc2)c2ccccc2)P(c2ccccc2)(c2ccccc2)c2ccccc2)cc1. The product is CCOC(=O)Cc1ccc(-c2ccnc(Br)c2)cc1. As a reaction SMILES: [Br:1][c:2]1[n:3][cH:4][cH:5][c:6]([I:8])[cH:7]1.[C:30](=[O:31])([O-:32])[O-:33].[CH3:120][CH2:121][OH:122].[CH3:36][c:37]1[cH:38][cH:39][cH:40][cH:41][cH:42]1.[CH3:9][C:10]1([CH3:11])[C:12]([CH3:13])([CH3:14])[O:15][B:16]([c:17]2[cH:18][cH:19][c:20]([CH2:23][C:24](=[O:25])[O:26][CH2:27][CH3:28])[cH:21][cH:22]2)[O:29]1.[Na+:34].[Na+:35].[OH2:123].[cH:43]1[cH:44][cH:45][c:46]([P:47]([Pd:48]([P:49]([c:50]2[cH:51][cH:52][cH:53][cH:54][cH:55]2)([c:56]2[cH:57][cH:58][cH:59][cH:60][cH:61]2)[c:62]2[cH:63][cH:64][cH:65][cH:66][cH:67]2)([P:68]([c:69]2[cH:70][cH:71][cH:72][cH:73][cH:74]2)([c:75]2[cH:76][cH:77][cH:78][cH:79][cH:80]2)[c:81]2[cH:82][cH:83][cH:84][cH:85][cH:86]2)[P:87]([c:88]2[cH:89][cH:90][cH:91][cH:92][cH:93]2)([c:94]2[cH:95][cH:96][cH:97][cH:98][cH:99]2)[c:100]2[cH:101][cH:102][cH:103][cH:104][cH:105]2)([c:106]2[cH:107][cH:108][cH:109][cH:110][cH:111]2)[c:112]2[cH:113][cH:114][cH:115][cH:116][cH:117]2)[cH:118][cH:119]1>>[Br:1][c:2]1[n:3][cH:4][cH:5][c:6](-[c:17]2[cH:18][cH:19][c:20]([CH2:23][C:24](=[O:25])[O:26][CH2:27][CH3:28])[cH:21][cH:22]2)[cH:7]1. Reactants: [BH3-]C#N, C1CCOC1, CN, CO, O=C1CCc2ccccc2C1c1ccc(Cl)c(Cl)c1, Cl, [Na+]. The product is CNC1CCc2ccccc2C1c1ccc(Cl)c(Cl)c1. RXN SMILES: [C:23](#[N:24])[BH3-:25].[CH2:27]1[O:28][CH2:29][CH2:30][CH2:31]1.[CH3:21][NH2:22].[CH3:32][OH:33].[Cl:1][c:2]1[cH:3][c:4]([CH:9]2[C:10](=[O:19])[CH2:11][CH2:12][c:13]3[cH:14][cH:15][cH:16][cH:17][c:18]32)[cH:5][cH:6][c:7]1[Cl:8].[ClH:20].[Na+:26]>>[Cl:1][c:2]1[cH:3][c:4]([CH:9]2[CH:10]([NH:24][CH3:23])[CH2:11][CH2:12][c:13]3[cH:14][cH:15][cH:16][cH:17][c:18]32)[cH:5][cH:6][c:7]1[Cl:8]. The reactants are C1(=CC=CC=C1)C(=C)C1=CC=CC=C1 (1,1-diphenylethene), S(=O)(=O)(Cl)Cl (sulfuryl chloride), N (ammonia). The product is C1(=CC=CC=C1)C(=CS(=O)(=O)N)C1=CC=CC=C1 (2,2-diphenylethenesulfonamide). As a reaction SMILES: [C:1]1([C:7]([C:9]2[CH:14]=[CH:13][CH:12]=[CH:11][CH:10]=2)=[CH2:8])[CH:6]=[CH:5][CH:4]=[CH:3][CH:2]=1.[S:15](Cl)(Cl)(=[O:17])=[O:16].[NH3:20]>>[C:1]1([C:7]([C:9]2[CH:10]=[CH:11][CH:12]=[CH:13][CH:14]=2)=[CH:8][S:15]([NH2:20])(=[O:17])=[O:16])[CH:6]=[CH:5][CH:4]=[CH:3][CH:2]=1. Procedure details: When 1,1-diphenylethene reacts with sulfuryl chloride in N,N-dimethylformaide, followed by treatment with ammonia, according to the procedure of Preparation A, there is obtained 2,2-diphenylethenesulfonamide, m.p. 134°-135° C. Starting materials: C(=S)(N1C=NC=C1)N1C=NC=C1 (thiocarbonyldiimidazole), C(C)(C)(C)OC(N(C1CNCC1)C)=O (methylpyrrolidin-3-yl-carbamic acid tert-butyl ester). Run in C1CCOC1 (THF), C1CCOC1 (THF). Reaction conditions: time 1 hour. Yields the product C(C)(C)(C)OC(N(C1CN(CC1)C(N)=S)C)=O (methyl-(1-thiocarbamoyl-pyrrolidin-3-yl)-carbamic acid tert-butyl ester). The yield is 59.2%. As a reaction SMILES: [C:1](N1C=CN=C1)([N:3]1C=CN=C1)=[S:2].[C:13]([O:17][C:18](=[O:26])[N:19]([CH3:25])[CH:20]1[CH2:24][CH2:23][NH:22][CH2:21]1)([CH3:16])([CH3:15])[CH3:14]>C1COCC1>[C:13]([O:17][C:18](=[O:26])[N:19]([CH3:25])[CH:20]1[CH2:24][CH2:23][N:22]([C:1](=[S:2])[NH2:3])[CH2:21]1)([CH3:16])([CH3:15])[CH3:14]. Reported procedure: To a stirring solution of thiocarbonyldiimidazole (1.23 g, 6.91 mmol) in THF (10 mL) under N2 was added methylpyrrolidin-3-yl-carbamic acid tert-butyl ester (1.20 g, 5.99 mmol) in THF (7 mL). The reaction mixture was stirred at room temperature of 1 h, and then at 55° C. for 2 h. The reaction was cooled to room temperature, and most (˜14 mL) of THF was removed. The reaction was transferred to a sealable reaction tube, 2N ammonia in methanol (6 mL) was added, and the reaction was stirred at room ...